This data is from the Open Reaction Database (ORD), a public repository of structured organic reaction records. The task is: describe an organic reaction: reactants, conditions, products, and yield The reactants are CC1=C(C=NC=C1)N1C(NCC1)=O (1-(4-methyl-pyridin-3-yl)-imidazolidin-2-one), BrC1=CC=CC=C1 (bromo-benzene), N[C@H]1[C@@H](CCCC1)N (trans-1,2-diamino cyclohexane), P(=O)([O-])([O-])[O-].[K+].[K+].[K+] (potassium phosphate). The reagents and catalysts are [Cu](I)I (copper iodide). The solvent is O1CCOCC1 (1,4-dioxane). The product is CC1=C(C=NC=C1)N1C(N(CC1)C1=CC=CC=C1)=O (1-(4-Methyl-pyridin-3-yl)-3-phenyl-imidazolidin-2-one). Yield: 92.3%. Reaction SMILES: [CH3:1][C:2]1[CH:7]=[CH:6][N:5]=[CH:4][C:3]=1[N:8]1[CH2:12][CH2:11][NH:10][C:9]1=[O:13].Br[C:15]1[CH:20]=[CH:19][CH:18]=[CH:17][CH:16]=1.N[C@@H]1CCCC[C@H]1N.P([O-])([O-])([O-])=O.[K+].[K+].[K+]>[Cu](I)I.O1CCOCC1>[CH3:1][C:2]1[CH:7]=[CH:6][N:5]=[CH:4][C:3]=1[N:8]1[CH2:12][CH2:11][N:10]([C:15]2[CH:20]=[CH:19][CH:18]=[CH:17][CH:16]=2)[C:9]1=[O:13] |f:3.4.5.6|. Reported procedure: Using the same reaction conditions as in Example 14, 1-(4-methyl-pyridin-3-yl)-imidazolidin-2-one (I-14b: 100 mg, 0.5643 mmol) was reacted with bromo-benzene (89 mg, 0.5643 mmol), 1,4-dioxane (20 mL), copper iodide (10 mg), trans-1,2-diamino cyclohexane (20 mg) and potassium phosphate (359 mg, 1.693 mmol) to afford the crude product. Purification by column chromatography on silica gel (1.2-1.4% MeOH in CHCl3) afforded 132 mg of the product (92.30% yield). The reactants are O.NN (Hydrazine monohydrate), NC=1C(=NC=CN1)C(=O)OC (methyl 3-aminopyrazine-2-carboxylate). Run in C(C)O (ethanol). Run at temperature 60 celsius, time 2 hour. The product is NC=1C(=NC=CN1)C(=O)NN (3-aminopyrazine-2-carbohydrazide). Isolated yield 97.4%. RXN SMILES: O.[NH2:2][NH2:3].[NH2:4][C:5]1[C:6]([C:11]([O:13]C)=O)=[N:7][CH:8]=[CH:9][N:10]=1>C(O)C>[NH2:4][C:5]1[C:6]([C:11]([NH:2][NH2:3])=[O:13])=[N:7][CH:8]=[CH:9][N:10]=1 |f:0.1|. Procedure: Hydrazine monohydrate (34 mL, 1094.95 mmol) was added portionwise to a stirred suspension of methyl 3-aminopyrazine-2-carboxylate (21.3 g, 139.09 mmol) in ethanol (65 mL) at r.t. The resulting slurry was stirred at 60° C. for 2 hours, cooled to room temperature and filtered. The solid was washed with cold ethanol (2×25 ml) and dried to a constant weight to afford 3-aminopyrazine-2-carbohydrazide (20.75 g, 97%) as a beige solid: 1H NMR Spectrum; (DMSO-d6) 4.49 (2H, d), 7.46 (2H, br s), 7.78 (1H, ... Reactants: aqueous solution, N(=O)[O-].[Na+] (sodium nitrite), FC(OC=1C(=C(C(=O)[NH-])C=C(C1F)F)F)F (3-difluoromethoxy-2,4,5-trifluorobenzoyl amide), ( XXVI ), X'F, O (water). Solvent: S(O)(O)(=O)=O (sulfuric acid). Yields the product FC(OC=1C(=C(C(=O)O)C=C(C1F)F)F)F (3-difluoromethoxy-2,4,5-trifluorobenzoic acid). As a reaction SMILES: N([O-])=O.[Na+].[F:5][CH:6]([F:20])[O:7][C:8]1[C:9]([F:19])=[C:10]([CH:14]=[C:15]([F:18])[C:16]=1[F:17])[C:11]([NH-])=[O:12].[OH2:21]>S(=O)(=O)(O)O>[F:5][CH:6]([F:20])[O:7][C:8]1[C:9]([F:19])=[C:10]([CH:14]=[C:15]([F:18])[C:16]=1[F:17])[C:11]([OH:21])=[O:12] |f:0.1|. Procedure details: 30 ml of an aqueous solution containing 6.60 g (0.096 moles) of sodium nitrite were slowly added dropwise, whilst stirring and ice-cooling, to a suspension of 15.53 g (0.064 moles) of 3-difluoromethoxy-2,4,5-trifluorobenzoyl amide [(XXVI), X=X'F, R16 --NH2 ] [prepared as described in step (b) above] in 20 ml of concentrated aqueous sulfuric acid, and the mixture was heated under reflux for 30 minutes. At the end of this time, it was cooled to room temperature, and then 50 ml of water were added ... Reactants: CCN(C(C)C)C(C)C, C1CCOC1, COC(=O)c1c(CBr)c(-c2ccccc2)nc2ccccc12, C1CCN(C2CCNCC2)CC1. Product: COC(=O)c1c(CN2CCC(N3CCCCC3)CC2)c(-c2ccccc2)nc2ccccc12. Reaction SMILES: [CH2:35]([N:36]([CH:37]([CH3:38])[CH3:39])[CH:40]([CH3:41])[CH3:42])[CH3:43].[CH2:44]1[O:45][CH2:46][CH2:47][CH2:48]1.[CH3:1][O:2][C:3](=[O:4])[c:5]1[c:6]([CH2:21][Br:22])[c:7](-[c:15]2[cH:16][cH:17][cH:18][cH:19][cH:20]2)[n:8][c:9]2[cH:10][cH:11][cH:12][cH:13][c:14]12.[N:23]1([CH:29]2[CH2:30][CH2:31][NH:32][CH2:33][CH2:34]2)[CH2:24][CH2:25][CH2:26][CH2:27][CH2:28]1>>[CH3:1][O:2][C:3](=[O:4])[c:5]1[c:6]([CH2:21][N:32]2[CH2:31][CH2:30][CH:29]([N:23]3[CH2:24][CH2:25][CH2:26][CH2:27][CH2:28]3)[CH2:34][CH2:33]2)[c:7](-[c:15]2[cH:16][cH:17][cH:18][cH:19][cH:20]2)[n:8][c:9]2[cH:10][cH:11][cH:12][cH:13][c:14]12.